Dataset: the Open Reaction Database (ORD), a public repository of structured organic reaction records. Task: describe an organic reaction: reactants, conditions, products, and yield Starting materials: ClC1=CC=C(C=C1)C(CC#N)=O (3-(4-chloro-phenyl)-3-oxo-propionitrile), S(O)(O)(=O)=O (sulfuric acid). Run in ice water. Reaction conditions: time 30 minute. Product: ClC1=CC=C(C=C1)C(CC(=O)N)=O (3-(4-chloro-phenyl)-3-oxo-propionamide). Reaction SMILES: [Cl:1][C:2]1[CH:7]=[CH:6][C:5]([C:8](=[O:12])[CH2:9][C:10]#[N:11])=[CH:4][CH:3]=1.S(=O)(=O)(O)[OH:14]>>[Cl:1][C:2]1[CH:3]=[CH:4][C:5]([C:8](=[O:12])[CH2:9][C:10]([NH2:11])=[O:14])=[CH:6][CH:7]=1. Reported procedure: The crude 3-(4-chloro-phenyl)-3-oxo-propionitrile obtained above was stirred with 100 mL of sulfuric acid at room temperature for 4 hours. The mixture was poured into 500 mL of ice-water and stirred for 30 minutes. The precipitate was collected by filtration, washed with water and dried under reduced pressure to give 5.73 g of 3-(4-chloro-phenyl)-3-oxo-propionamide as a brown solid which was used in next step without further purification. Yields the product CN(C(=O)c1ccc(Cl)c(Br)c1)C1CN(C(=O)C2CCN(C(=O)C3(C)CC3)CC2)CC1c1ccc(Cl)c(Cl)c1. The reactants are O=C(O)c1ccc(Cl)c(Br)c1, CNC1CN(C(=O)C2CCN(C(=O)C3(C)CC3)CC2)CC1c1ccc(Cl)c(Cl)c1. RXN SMILES: [Br:30][c:31]1[cH:32][c:33]([C:34](=[O:35])[OH:36])[cH:37][cH:38][c:39]1[Cl:40].[Cl:1][c:2]1[cH:3][c:4]([CH:9]2[CH2:10][N:11]([C:16](=[O:17])[CH:18]3[CH2:19][CH2:20][N:21]([C:24](=[O:25])[C:26]4([CH3:29])[CH2:27][CH2:28]4)[CH2:22][CH2:23]3)[CH2:12][CH:13]2[NH:14][CH3:15])[cH:5][cH:6][c:7]1[Cl:8]>>[Cl:1][c:2]1[cH:3][c:4]([CH:9]2[CH2:10][N:11]([C:16](=[O:17])[CH:18]3[CH2:19][CH2:20][N:21]([C:24](=[O:25])[C:26]4([CH3:29])[CH2:27][CH2:28]4)[CH2:22][CH2:23]3)[CH2:12][CH:13]2[N:14]([CH3:15])[C:34]([c:33]2[cH:32][c:31]([Br:30])[c:39]([Cl:40])[cH:38][cH:37]2)=[O:36])[cH:5][cH:6][c:7]1[Cl:8]. Reactants: CC(C)(C)OC(=O)N1CCN(c2ccc(N3CC(CNC(N)=S)OC3=O)cc2F)CC1, CO, Cl, O. Yields the product NC(=S)NCC1CN(c2ccc(N3CCNCC3)c(F)c2)C(=O)O1. Reaction SMILES: [C:1]([O:2][C:3](=[O:4])[N:8]1[CH2:9][CH2:10][N:11]([c:14]2[c:15]([F:31])[cH:16][c:17]([N:20]3[C:21](=[O:30])[O:22][CH:23]([CH2:25][NH:26][C:27](=[S:28])[NH2:29])[CH2:24]3)[cH:18][cH:19]2)[CH2:12][CH2:13]1)([CH3:5])([CH3:6])[CH3:7].[CH3:33][OH:34].[ClH:32].[OH2:35]>>[NH:8]1[CH2:9][CH2:10][N:11]([c:14]2[c:15]([F:31])[cH:16][c:17]([N:20]3[C:21](=[O:30])[O:22][CH:23]([CH2:25][NH:26][C:27](=[S:28])[NH2:29])[CH2:24]3)[cH:18][cH:19]2)[CH2:12][CH2:13]1.